This data is from the Open Reaction Database (ORD), a public repository of structured organic reaction records. The task is: describe an organic reaction: reactants, conditions, products, and yield The product is Cl.C1NCC12NCNC2=O (2,5,7-Triazaspiro[3.4]octan-8-one, Hydrochloride Salt). Run at time 10 minute. Procedure: To a solution of 2-benzhydryl-5-benzyl-2,5,7-triazaspiro[3.4]oct-6-en-8-one (I-3A-50c; 1.83 g, 4.80 mmol) in methanol/methylene chloride was added excess 1 M HCl in diethyl ether (10 ml). After stirring for 10 minutes, the solvent was removed, in vacuo, and the resultant hydrochloride salt was dissolved in methanol (50 ml). After the addition of 20% Pd(OH)2 on carbon (50% water; 1.1 g), the mixture was placed on a Parr® shaker and then reduced (50 psi H2) at room temperature for 22 hours. The re... Starting materials: C(C1=CC=CC=C1)(C1=CC=CC=C1)N1CC2(C1)N(C=NC2=O)CC2=CC=CC=C2 (2-benzhydryl-5-benzyl-2,5,7-triazaspiro[3.4]oct-6-en-8-one), Cl (HCl). As a reaction SMILES: C([N:14]1[CH2:17][C:16]2([C:21](=[O:22])[N:20]=[CH:19][N:18]2CC2C=CC=CC=2)[CH2:15]1)(C1C=CC=CC=1)C1C=CC=CC=1.[ClH:30]>CO.C(Cl)Cl.C(OCC)C>[ClH:30].[CH2:15]1[C:16]2([C:21](=[O:22])[NH:20][CH2:19][NH:18]2)[CH2:17][NH:14]1 |f:2.3,5.6|. Run in CO.C(Cl)Cl (methanol methylene chloride), C(C)OCC (diethyl ether). The reactants are COCCN, COc1cc2nccc(Oc3ccc(NC(=O)c4c(I)ccn(-c5ccccc5)c4=O)nc3)c2cc1OC, CC(C)O, ClCCl. Yields the product COCCNc1ccn(-c2ccccc2)c(=O)c1C(=O)Nc1ccc(Oc2ccnc3cc(OC)c(OC)cc23)cn1. RXN SMILES: [CH3:1][O:2][CH2:3][CH2:4][NH2:5].[CH3:6][O:7][c:8]1[cH:9][c:10]2[c:11]([O:20][c:21]3[cH:22][cH:23][c:24]([NH:27][C:28](=[O:29])[c:30]4[c:31](=[O:43])[n:32](-[c:37]5[cH:38][cH:39][cH:40][cH:41][cH:42]5)[cH:33][cH:34][c:35]4[I:36])[n:25][cH:26]3)[cH:12][cH:13][n:14][c:15]2[cH:16][c:17]1[O:18][CH3:19].[CH:44]([OH:45])([CH3:46])[CH3:47].[Cl:48][CH2:49][Cl:50]>>[CH3:1][O:2][CH2:3][CH2:4][NH:5][c:35]1[c:30]([C:28]([NH:27][c:24]2[cH:23][cH:22][c:21]([O:20][c:11]3[c:10]4[cH:9][c:8]([O:7][CH3:6])[c:17]([O:18][CH3:19])[cH:16][c:15]4[n:14][cH:13][cH:12]3)[cH:26][n:25]2)=[O:29])[c:31](=[O:43])[n:32](-[c:37]2[cH:38][cH:39][cH:40][cH:41][cH:42]2)[cH:33][cH:34]1. The reactants are SCC(C(=O)NC=1C=C(C(=O)O)C=CC1)CC=1C=NC=CC1 (3-[[2-Mercaptomethyl-3-(3-pyridyl)propionyl]-amino]benzoic acid), compound, Cl (hydrochloric acid). Solvent: C(C)O (ethanol). Conditions: time 5 minute. The product is Cl.SCC(C(=O)NC=1C=C(C(=O)O)C=CC1)CC=1C=NC=CC1 (3-[[2-mercaptomethyl-3-(3-pyridyl)-propionyl]amino]benzoic acid hydrochloride). RXN SMILES: [SH:1][CH2:2][CH:3]([CH2:16][C:17]1[CH:18]=[N:19][CH:20]=[CH:21][CH:22]=1)[C:4]([NH:6][C:7]1[CH:8]=[C:9]([CH:13]=[CH:14][CH:15]=1)[C:10]([OH:12])=[O:11])=[O:5].[ClH:23]>C(O)C>[ClH:23].[SH:1][CH2:2][CH:3]([CH2:16][C:17]1[CH:18]=[N:19][CH:20]=[CH:21][CH:22]=1)[C:4]([NH:6][C:7]1[CH:8]=[C:9]([CH:13]=[CH:14][CH:15]=1)[C:10]([OH:12])=[O:11])=[O:5] |f:3.4|. Reported procedure: 3-[[2-Mercaptomethyl-3-(3-pyridyl)propionyl]-amino]benzoic acid (compound of Example 54) (0.2 g) is dissolved in ethanol (20 ml), and thereto is added 35% ethanolic hydrochloric acid (0.3 ml), and the mixture is stirred at room temperature for 5 minutes, and ethanol is distilled off under reduced pressure. To the residue is added diethyl ether (30 ml), and the mixture is cooled. The precipitated white powder is taken by filtration to give the title compound (0.15 g). Reactants: Cc1ccc(S(=O)(=O)Sc2cc(C)c(CO)cc2C(C)(C)C)cc1, O=C([O-])[O-], [K+], [K+], CN(C)C=O, CC(C)C1(CCc2csc(CO)c2)CC(O)=CC(=O)O1. Yields the product Cc1cc(SC2=C(O)CC(CCc3csc(CO)c3)(C(C)C)OC2=O)c(C(C)(C)C)cc1CO. Reaction SMILES: [C:21]([CH3:22])([CH3:23])([CH3:24])[c:25]1[c:26]([S:34][S:35]([c:36]2[cH:37][cH:38][c:39]([CH3:40])[cH:41][cH:42]2)(=[O:43])=[O:44])[cH:27][c:28]([CH3:33])[c:29]([CH2:31][OH:32])[cH:30]1.[C:45](=[O:46])([O-:47])[O-:48].[K+:49].[K+:50].[O:51]=[CH:52][N:53]([CH3:54])[CH3:55].[OH:1][C:2]1=[CH:3][C:4](=[O:20])[O:5][C:6]([CH:8]([CH3:9])[CH3:10])([CH2:11][CH2:12][c:13]2[cH:14][s:15][c:16]([CH2:18][OH:19])[cH:17]2)[CH2:7]1>>[OH:1][C:2]1=[C:3]([S:34][c:26]2[c:25]([C:21]([CH3:22])([CH3:23])[CH3:24])[cH:30][c:29]([CH2:31][OH:32])[c:28]([CH3:33])[cH:27]2)[C:4](=[O:20])[O:5][C:6]([CH:8]([CH3:9])[CH3:10])([CH2:11][CH2:12][c:13]2[cH:14][s:15][c:16]([CH2:18][OH:19])[cH:17]2)[CH2:7]1. Reactants: [Si](C1=CC=CC=C1)(C1=CC=CC=C1)(C(C)(C)C)OCC=1C(NC=CC1)=O (3-({[tert-Butyl(diphenyl)silyl]oxy}methyl)pyridin-2(1H)-one), FC1=C(C=C(C=C1)[N+](=O)[O-])C(F)(F)F (1-fluoro-4-nitro-2-(trifluoromethyl)benzene). Yields the product [Si](C1=CC=CC=C1)(C1=CC=CC=C1)(C(C)(C)C)OCC=1C(N(C=CC1)C1=C(C=C(C=C1)[N+](=O)[O-])C(F)(F)F)=O (3-({[tert-Butyl(diphenyl)silyl]oxy}methyl)-1-[4-nitro-2-(trifluoromethyl)phenyl]pyridin-2(1H)-one). RXN SMILES: [Si:1]([O:18][CH2:19][C:20]1[C:21](=[O:26])[NH:22][CH:23]=[CH:24][CH:25]=1)([C:14]([CH3:17])([CH3:16])[CH3:15])([C:8]1[CH:13]=[CH:12][CH:11]=[CH:10][CH:9]=1)[C:2]1[CH:7]=[CH:6][CH:5]=[CH:4][CH:3]=1.F[C:28]1[CH:33]=[CH:32][C:31]([N+:34]([O-:36])=[O:35])=[CH:30][C:29]=1[C:37]([F:40])([F:39])[F:38]>>[Si:1]([O:18][CH2:19][C:20]1[C:21](=[O:26])[N:22]([C:28]2[CH:33]=[CH:32][C:31]([N+:34]([O-:36])=[O:35])=[CH:30][C:29]=2[C:37]([F:38])([F:39])[F:40])[CH:23]=[CH:24][CH:25]=1)([C:14]([CH3:17])([CH3:15])[CH3:16])([C:8]1[CH:13]=[CH:12][CH:11]=[CH:10][CH:9]=1)[C:2]1[CH:3]=[CH:4][CH:5]=[CH:6][CH:7]=1. Procedure: Analogously to Example 4A, 1.50 g (4.13 mmol) of the compound from Example 3A are reacted with 949 mg (4.54 mmol) of 1-fluoro-4-nitro-2-(trifluoromethyl)benzene. The product is purified by chromatography on silica gel (mobile phase pentane/ethyl acetate=5:1), giving 1.00 g (44% of theory) of the title compound.